Task: describe an organic reaction: reactants, conditions, products, and yield. Dataset: the Open Reaction Database (ORD), a public repository of structured organic reaction records The reactants are ClC1=CC2=C(C=N1)OC1=CC=C(C=C1[C@@]21COCC(=N1)N)C=1C(=NC=CC1)F ((S)-3-chloro-7-(2-fluoropyridin-3-yl)-2′,6′-dihydrospiro[chromeno[2,3-c]pyridine-5,3′-[1,4]oxazin]-5′-amine), FC1=NC=CC(=C1)B(O)O (2-fluoropyridin-4-ylboronic acid), P(=O)([O-])([O-])[O-].[K+].[K+].[K+] (potassium phosphate), bis[di-tert-butyl(4-dimethylaminophenyl)phosphine]dichloropalladium(II). Reaction conditions: temperature 110 celsius. Yields the product FC1=NC=CC=C1C=1C=C2C(=CC1)OC=1C=NC(=CC1[C@]21COCC(=N1)N)C1=CC(=NC=C1)F ((S)-7-(2-fluoropyridin-3-yl)-3-(2-fluoropyridin-4-yl)-2′,6′-dihydrospiro[chromeno[2,3-c]pyridine-5,3′-[1,4]oxazin]-5′-amine). The yield is 74.5%. Reaction SMILES: Cl[C:2]1[N:7]=[CH:6][C:5]2[O:8][C:9]3[C:14]([C@:15]4([N:20]=[C:19]([NH2:21])[CH2:18][O:17][CH2:16]4)[C:4]=2[CH:3]=1)=[CH:13][C:12]([C:22]1[C:23]([F:28])=[N:24][CH:25]=[CH:26][CH:27]=1)=[CH:11][CH:10]=3.[F:29][C:30]1[CH:35]=[C:34](B(O)O)[CH:33]=[CH:32][N:31]=1.P([O-])([O-])([O-])=O.[K+].[K+].[K+]>>[F:28][C:23]1[C:22]([C:12]2[CH:13]=[C:14]3[C@:15]4([N:20]=[C:19]([NH2:21])[CH2:18][O:17][CH2:16]4)[C:4]4[CH:3]=[C:2]([C:34]5[CH:33]=[CH:32][N:31]=[C:30]([F:29])[CH:35]=5)[N:7]=[CH:6][C:5]=4[O:8][C:9]3=[CH:10][CH:11]=2)=[CH:27][CH:26]=[CH:25][N:24]=1 |f:2.3.4.5|. Procedure: A vial was charged with (S)-3-chloro-7-(2-fluoropyridin-3-yl)-2′,6′-dihydrospiro[chromeno[2,3-c]pyridine-5,3′-[1,4]oxazin]-5′-amine (104.72 mg, 0.264 mmol), 2-fluoropyridin-4-ylboronic acid (74.4 mg, 0.528 mmol), potassium phosphate (168 mg, 0.792 mmol), and bis[di-tert-butyl(4-dimethylaminophenyl)phosphine]dichloropalladium(II) (9.34 mg, 0.013 mmol). The vial was flushed with Argon, then dioxane (990 μL) and water (330 μL) were added. The vial was sealed and heated in a Biotage Initiator microw... Starting materials: N (NH3), solution, ClCCN(CCCl)C1=C(C=C(C(=O)O)C=C1[N+](=O)[O-])[N+](=O)[O-] (4-[N,N-bis(2-chloroethyl)amino]-3,5-dinitrobenzoic acid), ClCCN(CCCl)C1=C(C=C(C(=O)O)C=C1[N+](=O)[O-])[N+](=O)[O-] (4-[N,N-bis(2-chloroethyl)amino]-3,5-dinitrobenzoic acid). Run in CCOCC (Et2O). Reaction conditions: temperature 5 celsius, time 10 minute. Yields the product ClCCN(CCCl)C1=C(C=C(C(=O)N)C=C1[N+](=O)[O-])[N+](=O)[O-] (4-[N,N-bis(2-chloroethyl)amino]-3,5-dinitrobenzamide), EtOAc petroleum ether. Isolated yield 80.0%. Reaction SMILES: [Cl:1][CH2:2][CH2:3][N:4]([C:8]1[C:16]([N+:17]([O-:19])=[O:18])=[CH:15][C:11]([C:12](O)=[O:13])=[CH:10][C:9]=1[N+:20]([O-:22])=[O:21])[CH2:5][CH2:6][Cl:7].[NH3:23]>CCOCC>[Cl:1][CH2:2][CH2:3][N:4]([C:8]1[C:16]([N+:17]([O-:19])=[O:18])=[CH:15][C:11]([C:12]([NH2:23])=[O:13])=[CH:10][C:9]=1[N+:20]([O-:22])=[O:21])[CH2:5][CH2:6][Cl:7]. Reported procedure: The above acid (XV: X=Cl, Z=OH) was converted to the crude acid chloride (XV: X=Cl, Z=Cl), which was dissolved in dry Et2O (100 mL), cooled to 5° C., and treated dropwise with aqueous NH3 (20 mL of a 3N solution, 60 mmol). After 10 min the solution was worked up, and the residue was chromatographed on silica. Elution with EtOAc/petroleum ether (3:7) gave foreruns, while EtOAc/petroleum ether (7:3) gave 4-[N,N-bis(2-chloroethyl)amino]-3,5-dinitrobenzamide (23) (Ig: X=Cl, R=CONH2) (80% overall yie... The reactants are C(CCC)NC(C=C)=O (N-butyl acrylamide), C(C(C)(C)C)(=O)OOC(C)(C)C (t-butyl peroxypivalate), C(C(C)(C)C)(=O)OOC(C)(C)C (t-butyl peroxypivalate), C(C)(=O)OC=C (vinyl acetate), C(C)(C)(C)NC(C=C)=O (N-t-butyl acrylamide), C(C(C)(C)C)(=O)OOC(C)(C)C (t-butyl peroxypivalate), C(C)(=O)OC=C (vinyl acetate), C(C)(C)(C)NC(C=C)=O (N-t-butyl acrylamide). The solvent is CO (methanol), CO (methanol), O (water), CO (methanol). Conditions: temperature 50 celsius. Product: C(C)(=O)OC=C.C(C)(C)(C)NC(C=C)=O (vinyl acetate N-t-butyl acrylamide). RXN SMILES: [C:1]([O:4][CH:5]=[CH2:6])(=[O:3])[CH3:2].[C:7]([NH:11][C:12](=[O:15])[CH:13]=[CH2:14])([CH3:10])([CH3:9])[CH3:8].C(OOC(C)(C)C)(=O)C(C)(C)C.C(NC(=O)C=C)CCC>CO.O>[C:1]([O:4][CH:5]=[CH2:6])(=[O:3])[CH3:2].[C:7]([NH:11][C:12](=[O:15])[CH:13]=[CH2:14])([CH3:10])([CH3:9])[CH3:8] |f:6.7|. Procedure: A 2-liter separable flask equipped with a stirring device, a condenser, a thermometer and three metering pumps was used as a polymerization reactor, and charged with 200 ml of methanol, 25.8 g (0.3 mole) of vinyl acetate, and 10.7 g (0.08 mole) of N-t-butyl acrylamide in an atmosphere of nitrogen. With stirring, the temperature of the reaction system was raised to 50° C. When the temperature of the reaction system reached 50° C., 3.48 g (0.02 mole) of t-butyl peroxypivalate was added, and the co... Starting materials: S(=O)(Cl)Cl (thionyl chloride), COC1=CC=C(COC(=O)NC[C@H](O)C(=O)O)C=C1 (N-(4-methoxybenzyloxycarbonyl)-(S)-isoserine), C(C1=CC=CC=C1)O (benzyl alcohol), C(C)OCC (diethyl ether). Conditions: time 20 hour. Product: Cl.C(C1=CC=CC=C1)OC([C@H](CN)O)=O ((S)-ISOSERINE BENZYL ESTER, HYDROCHLORIDE). RXN SMILES: S(Cl)([Cl:3])=O.COC1C=CC(COC([NH:15][CH2:16][C@@H:17]([C:19](O)=[O:20])[OH:18])=O)=CC=1.C(OCC)C.[CH2:29]([OH:36])[C:30]1[CH:35]=[CH:34][CH:33]=[CH:32][CH:31]=1>>[ClH:3].[CH2:29]([O:36][C:19](=[O:20])[C@@H:17]([OH:18])[CH2:16][NH2:15])[C:30]1[CH:35]=[CH:34][CH:33]=[CH:32][CH:31]=1 |f:4.5|. Procedure details: At 0°-5°, add thionyl chloride (11.0 ml) dropwise to N-(4-methoxybenzyloxycarbonyl)-(S)-isoserine (10.0 g) in benzyl alcohol (100 ml), warm the mixture to room temperature, and stir for 20 hours. Pour the reaction mixture into diethyl ether (300 ml) and filter the solid. Wash the solid with diethyl ether and dry in vacuo to give the title compound, a tan solid, m.p. 127°-130° C., [α]D26 =-18.6° (MeOH).